This data is from the Open Reaction Database (ORD), a public repository of structured organic reaction records. The task is: describe an organic reaction: reactants, conditions, products, and yield The reactants are CC(=O)NC1(CCCc2ccccc2)c2ccccc2-c2[nH]c(=O)c3nccn3c21, Cl. Reaction SMILES: [C:1](=[O:2])([CH3:3])[NH:4][C:5]1([CH2:22][CH2:23][CH2:24][c:25]2[cH:26][cH:27][cH:28][cH:29][cH:30]2)[c:6]2[cH:7][cH:8][cH:9][cH:10][c:11]2-[c:12]2[nH:13][c:14](=[O:21])[c:15]3[n:16]([c:17]21)[cH:18][cH:19][n:20]3.[ClH:31]>>[ClH:31].[NH2:4][C:5]1([CH2:22][CH2:23][CH2:24][c:25]2[cH:26][cH:27][cH:28][cH:29][cH:30]2)[c:6]2[cH:7][cH:8][cH:9][cH:10][c:11]2-[c:12]2[nH:13][c:14](=[O:21])[c:15]3[n:16]([c:17]21)[cH:18][cH:19][n:20]3. Product: Cl, NC1(CCCc2ccccc2)c2ccccc2-c2[nH]c(=O)c3nccn3c21.